The task is: describe an organic reaction: reactants, conditions, products, and yield. This data is from the Open Reaction Database (ORD), a public repository of structured organic reaction records. Starting materials: C(CC)N(C1C(NC2=C(C=CC=C2C1)C(=O)OC)=O)CCC (methyl 3-(dipropylamino)-1,2,3,4-tetrahydro-2-oxo-8-quinolinecarboxylate), [OH-].[Na+] (sodium hydroxide). Solvent: CO (methanol). Run at time 30 minute. Yields the product C(CC)N(C1C(NC2=C(C=CC=C2C1)C(=O)O)=O)CCC (3-(dipropylamino)-1,2,3,4-tetrahydro-2-oxo-8-quinolinecarboxylic acid). The yield is 70.2%. RXN SMILES: [CH2:1]([N:4]([CH2:20][CH2:21][CH3:22])[CH:5]1[CH2:14][C:13]2[C:8](=[C:9]([C:15]([O:17]C)=[O:16])[CH:10]=[CH:11][CH:12]=2)[NH:7][C:6]1=[O:19])[CH2:2][CH3:3].[OH-].[Na+]>CO>[CH2:20]([N:4]([CH2:1][CH2:2][CH3:3])[CH:5]1[CH2:14][C:13]2[C:8](=[C:9]([C:15]([OH:17])=[O:16])[CH:10]=[CH:11][CH:12]=2)[NH:7][C:6]1=[O:19])[CH2:21][CH3:22] |f:1.2|. Procedure: A mixture of methyl 3-(dipropylamino)-1,2,3,4-tetrahydro-2-oxo-8-quinolinecarboxylate (1.0 g), methanol (15 mL) and 4.0N sodium hydroxide solution (3.3 mL) was stirred at room temperature for 30 minutes. The methanol was removed and the residue was reconstituted in water (5 mL) and neutralized by addition of 4.0N hydrochloric acid (3.3 mL). The precipitate was filtered off, washed with water and air dried to give 0.67 g of 3-(dipropylamino)-1,2,3,4-tetrahydro-2-oxo-8-quinolinecarboxylic acid, mp... The reactants are COC=1C=CC2=C(SC(=C2OC2=CC=C(C=C2)/C=C/C(=O)OC)C2=CC=C(C=C2)OC)C1 ((E)-methyl 3-(4-((6-methoxy-2-(4-methoxyphenyl)benzo[b]thiophen-3-yl)oxy)phenyl)acrylate), B(Br)(Br)Br (BBr3). The solvent is C(Cl)Cl (DCM). Run at time 1 hour. The product is OC=1C=CC2=C(SC(=C2OC2=CC=C(C=C2)/C=C/C(=O)OC)C2=CC=C(C=C2)O)C1 ((E)-methyl 3-(4-((6-hydroxy-2-(4-hydroxyphenyl)benzo[b]thiophen-3-yl)oxy)phenyl)acrylate). Yield: 13.6%. RXN SMILES: C[O:2][C:3]1[CH:4]=[CH:5][C:6]2[C:10]([O:11][C:12]3[CH:17]=[CH:16][C:15](/[CH:18]=[CH:19]/[C:20]([O:22][CH3:23])=[O:21])=[CH:14][CH:13]=3)=[C:9]([C:24]3[CH:29]=[CH:28][C:27]([O:30]C)=[CH:26][CH:25]=3)[S:8][C:7]=2[CH:32]=1.B(Br)(Br)Br>C(Cl)Cl>[OH:2][C:3]1[CH:4]=[CH:5][C:6]2[C:10]([O:11][C:12]3[CH:17]=[CH:16][C:15](/[CH:18]=[CH:19]/[C:20]([O:22][CH3:23])=[O:21])=[CH:14][CH:13]=3)=[C:9]([C:24]3[CH:25]=[CH:26][C:27]([OH:30])=[CH:28][CH:29]=3)[S:8][C:7]=2[CH:32]=1. Procedure details: To a 30 mL vial containing (E)-methyl 3-(4-((6-methoxy-2-(4-methoxyphenyl)benzo[b]thiophen-3-yl)oxy)phenyl)acrylate (100 mg, 0.22 mmol) in DCM (1 mL) was added BBr3 (1 M in heptane, 0.224 mL, 0.22 mmol) and the reaction was stirred for 1 h at room temperature. The reaction mixture was quenched with 4 mL MeOH and stirred for 10 min at room temperature. The crude material was concentrated onto silica gel and purified by column chromatography (SiO2, 1-100% EtOAc/Heptane) to afford (E)-methyl 3-(4-(... The reactants are FC1=CC=C(C=C1)C1OCC2=CC(=CC=C12)C#N (1-(4′-fluorophenyl)-1,3-dihydroisobenzofuran-5-carbonitrile), CS(=O)C (dimethyl sulfoxide), [H-].[Na+] (Sodium hydride), CN(CCCCl)C (3-dimethylaminopropyl chloride), ice water. Run in C1CCOC1 (THF), C1CCOC1 (THF), C1(=CC=CC=C1)C (toluene). Run at time 30 minute. Yields the product CN(CCCC1(OCC2=CC(=CC=C12)C#N)C1=CC=C(C=C1)F)C (1-(3′-dimethylaminopropyl)-1-(4′-fluorophenyl)-1,3-dihydroisobenzofuran-5-carbonitrile). The yield is 51.8%. Reaction SMILES: [H-].[Na+].[F:3][C:4]1[CH:9]=[CH:8][C:7]([CH:10]2[C:18]3[C:13](=[CH:14][C:15]([C:19]#[N:20])=[CH:16][CH:17]=3)[CH2:12][O:11]2)=[CH:6][CH:5]=1.[CH3:21][N:22]([CH3:27])[CH2:23][CH2:24][CH2:25]Cl.CS(C)=O>C1COCC1.C1(C)C=CC=CC=1>[CH3:21][N:22]([CH3:27])[CH2:23][CH2:24][CH2:25][C:10]1([C:7]2[CH:8]=[CH:9][C:4]([F:3])=[CH:5][CH:6]=2)[C:18]2[C:13](=[CH:14][C:15]([C:19]#[N:20])=[CH:16][CH:17]=2)[CH2:12][O:11]1 |f:0.1|. Reported procedure: 60% Sodium hydride (0.92 g) was dispersed in THF (30 ml). To the obtained suspension was added dropwise a solution of 1-(4′-fluorophenyl)-1,3-dihydroisobenzofuran-5-carbonitrile (4.80 g) in THF (10 ml) at 40-50° C. The mixture was stirred at the same temperature for 30 min, and a solution of 3-dimethylaminopropyl chloride (3.2 g) in toluene (20 ml) was added dropwise, which was followed by stirring for 10 min. Then, dimethyl sulfoxide (30 ml) was further added dropwise and the mixture was stirre... The product is OC1=NC=NC(=C1C(CC(=O)OC)C)O (Methyl 3-(4,6-dihydroxypyrimidin-5-yl)butanoate). Reported procedure: Add sodium methoxide (14.69 g, 0.85 eq) to methanol (70 mL). Heat to reflux over 15 minutes while adding a mixture of propanedioic acid dimethyl ester (36.64 mL, 320.00 mmol) and methyl crotonate (34.01 mL, 1.0 eq). Reflux the mixture for 40 minutes, then allow the mixture to cool to room temperature. Add a mixture of sodium methoxide (19.02 g, 1.1 eq), methanol (70 mL) and formamidine acetate (39.98 g, 1.2 eq). Stir at room temperature overnight. Cool the mixture in an ice bath and add 5 M aque... Yield: 60.0%. RXN SMILES: [CH3:1][O-].[Na+].CO[C:6](=O)[CH2:7][C:8]([O:10][CH3:11])=[O:9].C([O:18][CH3:19])(=O)/C=C/C.[C:20]([OH:23])(=O)[CH3:21].[CH:24]([NH2:26])=[NH:25].Cl>CO>[OH:23][C:20]1[C:21]([CH:6]([CH3:1])[CH2:7][C:8]([O:10][CH3:11])=[O:9])=[C:19]([OH:18])[N:26]=[CH:24][N:25]=1 |f:0.1,4.5|. Solvent: CO (methanol), CO (methanol). Starting materials: Cl (hydrochloric acid), C[O-].[Na+] (sodium methoxide), C(C)(=O)O.C(=N)N (formamidine acetate), COC(CC(=O)OC)=O (propanedioic acid dimethyl ester), C(\C=C\C)(=O)OC (methyl crotonate), C[O-].[Na+] (sodium methoxide). Reaction conditions: time 8 hour. Reactants: Cn1c(C(=O)N2CCN(C(=O)OC(C)(C)C)CC2)cc2cc(Oc3ccc(N)cn3)ccc21, C1CCOC1, O=S(=O)(Cl)c1ccc(Cl)c(Cl)c1, O, c1ccncc1. The product is Cn1c(C(=O)N2CCN(C(=O)OC(C)(C)C)CC2)cc2cc(Oc3ccc(NS(=O)(=O)c4ccc(Cl)c(Cl)c4)cn3)ccc21. Reaction SMILES: [C:1]([CH3:2])([CH3:3])([CH3:4])[O:5][C:6](=[O:7])[N:8]1[CH2:9][CH2:10][N:11]([C:14](=[O:15])[c:16]2[n:17]([CH3:33])[c:18]3[cH:19][cH:20][c:21]([O:25][c:26]4[n:27][cH:28][c:29]([NH2:32])[cH:30][cH:31]4)[cH:22][c:23]3[cH:24]2)[CH2:12][CH2:13]1.[CH2:53]1[O:54][CH2:55][CH2:56][CH2:57]1.[Cl:34][c:35]1[cH:36][c:37]([S:42](=[O:43])(=[O:44])[Cl:45])[cH:38][cH:39][c:40]1[Cl:41].[OH2:52].[cH:46]1[cH:47][cH:48][n:49][cH:50][cH:51]1>>[C:1]([CH3:2])([CH3:3])([CH3:4])[O:5][C:6](=[O:7])[N:8]1[CH2:9][CH2:10][N:11]([C:14](=[O:15])[c:16]2[n:17]([CH3:33])[c:18]3[cH:19][cH:20][c:21]([O:25][c:26]4[n:27][cH:28][c:29]([NH:32][S:42]([c:37]5[cH:36][c:35]([Cl:34])[c:40]([Cl:41])[cH:39][cH:38]5)(=[O:43])=[O:44])[cH:30][cH:31]4)[cH:22][c:23]3[cH:24]2)[CH2:12][CH2:13]1. Starting materials: BrC1=COC2=C1C=NC(=C2O[C@H](C)C2=C(C(=CC=C2Cl)F)Cl)N (3-bromo-7-[(R)-1-(2,6-dichloro-3-fluorophenyl)ethoxy]furo[3,2-c]pyridin-6-ylamine), CC1(OB(OC1(C)C)C=1C=CC(=NC1)N1CCNCC1)C (1-[5-(4,4,5,5-tetramethyl[1,3,2]dioxaborolan-2-yl)pyridin-2-yl]piperazine), C([O-])([O-])=O.[K+].[K+] (potassium carbonate), ClCCl (dichloromethane), Thiol, crude mixture, C[Si](C)(C)N=C=O (trimethylsilyl isocyanate), CCN(C(C)C)C(C)C (DIPEA), CN(C)C=O (DMF), crude solution. Reagents/catalysts: C1(=CC=CC=C1)P([C-]1C=CC=C1)C1=CC=CC=C1.[C-]1(C=CC=C1)P(C1=CC=CC=C1)C1=CC=CC=C1.[Fe+2] (1,1′-bis(diphenylphosphino)ferrocene), Cl[Pd]Cl (dichloropalladium(II)). The solvent is O1CCOCC1 (dioxane), O (water). Run at temperature 100 celsius, time 8 hour. Yields the product NC1=C(C2=C(C=N1)C(=CO2)C=2C=CC(=NC2)N2CCN(CC2)C(=O)N)O[C@H](C)C2=C(C(=CC=C2Cl)F)Cl (4-(5-{6-Amino-7-[(R)-1-(2,6-dichloro-3-fluorophenyl)ethoxy]furo[3,2-c]pyridin-3-yl}pyridin-2-yl)piperazine-1-carboxamide). RXN SMILES: Br[C:2]1[C:6]2[CH:7]=[N:8][C:9]([NH2:23])=[C:10]([O:11][C@@H:12]([C:14]3[C:19]([Cl:20])=[CH:18][CH:17]=[C:16]([F:21])[C:15]=3[Cl:22])[CH3:13])[C:5]=2[O:4][CH:3]=1.CC1(C)C(C)(C)OB([C:32]2[CH:33]=[CH:34][C:35]([N:38]3[CH2:43][CH2:42][NH:41][CH2:40][CH2:39]3)=[N:36][CH:37]=2)O1.C(=O)([O-])[O-].[K+].[K+].ClCCl.C[Si]([N:58]=[C:59]=[O:60])(C)C.CCN(C(C)C)C(C)C.CN(C=O)C>O1CCOCC1.O.C1(P(C2C=CC=CC=2)[C-]2C=CC=C2)C=CC=CC=1.[C-]1(P(C2C=CC=CC=2)C2C=CC=CC=2)C=CC=C1.[Fe+2].Cl[Pd]Cl>[NH2:23][C:9]1[N:8]=[CH:7][C:6]2[C:2]([C:32]3[CH:33]=[CH:34][C:35]([N:38]4[CH2:39][CH2:40][N:41]([C:59]([NH2:58])=[O:60])[CH2:42][CH2:43]4)=[N:36][CH:37]=3)=[CH:3][O:4][C:5]=2[C:10]=1[O:11][C@@H:12]([C:14]1[C:19]([Cl:20])=[CH:18][CH:17]=[C:16]([F:21])[C:15]=1[Cl:22])[CH3:13] |f:2.3.4,11.12.13|. Procedure details: To a solution of 3-bromo-7-[(R)-1-(2,6-dichloro-3-fluorophenyl)ethoxy]furo[3,2-c]pyridin-6-ylamine (15.0 mg, 0.0357 mmol, 1 eq.), 1-[5-(4,4,5,5-tetramethyl[1,3,2]dioxaborolan-2-yl)pyridin-2-yl]piperazine (20.6 mg, 0.0714 mmol, 2 eq.), potassium carbonate (14.8 mg, 0.107, 3 eq.) in dioxane (0.9 mL) and water (0.3 mL) was added 1,1′-bis(diphenylphosphino)ferrocene]dichloropalladium(II), complex with dichloromethane (1:1) (1 mg, 0.002 mmol, 0.05 eq.). The mixture was evacuated by vacuum and filled ... Starting materials: CCN=C=NCCCN(C)C, CN(C)C=O, Cl, CCOC(=O)CCc1ccc(N)cc1, O=C(O)c1ccc(Oc2ccccc2)cc1, O, O, On1nnc2ccccc21. The product is CCOC(=O)CCc1ccc(NC(=O)c2ccc(Oc3ccccc3)cc2)cc1. RXN SMILES: [CH2:32]([N:33]=[C:34]=[N:35][CH2:36][CH2:37][CH2:38][N:39]([CH3:40])[CH3:41])[CH3:42].[CH3:54][N:55]([CH3:56])[CH:57]=[O:58].[ClH:31].[NH2:1][c:2]1[cH:3][cH:4][c:5]([CH2:8][CH2:9][C:10](=[O:11])[O:12][CH2:13][CH3:14])[cH:6][cH:7]1.[O:15]([c:16]1[cH:17][cH:18][cH:19][cH:20][cH:21]1)[c:22]1[cH:23][cH:24][c:25]([C:26](=[O:27])[OH:28])[cH:29][cH:30]1.[OH2:43].[OH2:59].[OH:44][n:45]1[c:46]2[cH:47][cH:48][cH:49][cH:50][c:51]2[n:52][n:53]1>>[NH:1]([c:2]1[cH:3][cH:4][c:5]([CH2:8][CH2:9][C:10](=[O:11])[O:12][CH2:13][CH3:14])[cH:6][cH:7]1)[C:26]([c:25]1[cH:24][cH:23][c:22]([O:15][c:16]2[cH:17][cH:18][cH:19][cH:20][cH:21]2)[cH:30][cH:29]1)=[O:27].